Dataset: the Open Reaction Database (ORD), a public repository of structured organic reaction records. Task: describe an organic reaction: reactants, conditions, products, and yield Reactants: COc1cc(C=C2CCC3CC(O[Si](C)(C)C(C)(C)C)CC(c4ccccc4)N3C2=O)ccc1-n1cnc(C)c1, CCCC[N+](CCCC)(CCCC)CCCC, C1CCOC1, CCOC(C)=O, [Cl-], [F-], [NH4+]. The product is COc1cc(C=C2CCC3CC(O)CC(c4ccccc4)N3C2=O)ccc1-n1cnc(C)c1. Reaction SMILES: [C:19]([Si:20]([CH3:21])([CH3:22])[O:24][CH:25]1[CH2:26][CH:27]([c:51]2[cH:52][cH:53][cH:54][cH:55][cH:56]2)[N:28]2[C:29](=[O:50])[C:30](=[CH:35][c:36]3[cH:37][c:38]([O:48][CH3:49])[c:39](-[n:42]4[cH:43][n:44][c:45]([CH3:47])[cH:46]4)[cH:40][cH:41]3)[CH2:31][CH2:32][CH:33]2[CH2:34]1)([CH3:23])([CH3:57])[CH3:58].[CH2:2]([N+:3]([CH2:4][CH2:5][CH2:6][CH3:7])([CH2:8][CH2:9][CH2:10][CH3:11])[CH2:12][CH2:13][CH2:14][CH3:15])[CH2:16][CH2:17][CH3:18].[CH2:67]1[O:68][CH2:69][CH2:70][CH2:71]1.[CH3:61][CH2:62][O:63][C:64](=[O:65])[CH3:66].[Cl-:59].[F-:1].[NH4+:60]>>[OH:24][CH:25]1[CH2:26][CH:27]([c:51]2[cH:52][cH:53][cH:54][cH:55][cH:56]2)[N:28]2[C:29](=[O:50])[C:30](=[CH:35][c:36]3[cH:37][c:38]([O:48][CH3:49])[c:39](-[n:42]4[cH:43][n:44][c:45]([CH3:47])[cH:46]4)[cH:40][cH:41]3)[CH2:31][CH2:32][CH:33]2[CH2:34]1. The reactants are O=C([O-])O, CC1(C)SC2C(NC(=O)Cc3ccccc3)C(=O)N2C1C(=O)O, [K], [Na+], C1COCCO1. The product is CC1(C)SC2C(NC(=O)Cc3ccccc3)C(=O)N2C1C(=O)O. RXN SMILES: [C:25](=[O:26])([OH:27])[O-:28].[CH:2]12[S:3][C:4]([CH3:5])([CH3:6])[CH:7]([C:22]([OH:23])=[O:24])[N:8]1[C:9](=[O:10])[CH:11]2[NH:12][C:13](=[O:14])[CH2:15][c:16]1[cH:17][cH:18][cH:19][cH:20][cH:21]1.[K:1].[Na+:29].[O:30]1[CH2:31][CH2:32][O:33][CH2:34][CH2:35]1>>[CH:2]12[S:3][C:4]([CH3:5])([CH3:6])[CH:7]([C:22](=[O:23])[OH:24])[N:8]1[C:9](=[O:10])[CH:11]2[NH:12][C:13](=[O:14])[CH2:15][c:16]1[cH:17][cH:18][cH:19][cH:20][cH:21]1. Starting materials: C12CC(CC(CC1)N2)NC(CCCC=2N=NNC2)=O (N-(8-azabicyclo[3.2.1]octan-3-yl)-4-(1H-1,2,3-triazol-4-yl)butanamide), C(OCC1=CC(=CC(=C1)Cl)Cl)(=O)Cl (3,5-dichlorobenzyl carbonochloridate), [OH-].[Na+] (sodium hydroxide). Run in C(Cl)Cl (DCM). Product: N1N=NC(=C1)CCCC(=O)NC1CC2CCC(C1)N2C(=O)OCC2=CC(=CC(=C2)Cl)Cl (3,5-Dichlorobenzyl 3-(4-(1H-1,2,3-triazol-4-yl)butanamido)-8-azabicyclo[3.2.1]octane-8-carboxylate). As a reaction SMILES: [CH:1]12[NH:8][CH:5]([CH2:6][CH2:7]1)[CH2:4][CH:3]([NH:9][C:10](=[O:19])[CH2:11][CH2:12][CH2:13][C:14]1[N:15]=[N:16][NH:17][CH:18]=1)[CH2:2]2.[C:20](Cl)(=[O:31])[O:21][CH2:22][C:23]1[CH:28]=[C:27]([Cl:29])[CH:26]=[C:25]([Cl:30])[CH:24]=1.[OH-].[Na+]>C(Cl)Cl>[NH:17]1[CH:18]=[C:14]([CH2:13][CH2:12][CH2:11][C:10]([NH:9][CH:3]2[CH2:2][CH:1]3[N:8]([C:20]([O:21][CH2:22][C:23]4[CH:24]=[C:25]([Cl:30])[CH:26]=[C:27]([Cl:29])[CH:28]=4)=[O:31])[CH:5]([CH2:6][CH2:7]3)[CH2:4]2)=[O:19])[N:15]=[N:16]1 |f:2.3|. Reported procedure: A reaction mixture comprising of N-(8-azabicyclo[3.2.1]octan-3-yl)-4-(1H-1,2,3-triazol-4-yl)butanamide (294 mg, 1.116 mmol), 3,5-dichlorobenzyl carbonochloridate (267 mg, 1.116 mmol) and sodium hydroxide (5.58 ml, 112 mmol) in DCM (3.7 ml) was stirred at room temperature for 18 hours. The reaction mixture was separated and the organic portion was dried over MgSO4, filtered and concentrated under reduced pressure. Further purification was carried out using preparative LC-MS and the resulting prod... Reactants: C(C)(=O)Cl (acetyl chloride), OC=1C=C2C(=C(NC2=CC1)C1=CC(=C(C(=C1)C)O)C)C (5-hydroxy-2-(4-hydroxy-3,5-dimethylphenyl)-3-methylindole), N1=CC=CC=C1 (pyridine), ice water. Conditions: temperature 40 celsius, time 1 hour. The product is C(C)(=O)OC1(C=C2C=C(N=C2C=C1)C1=CC(=C(C(=C1)C)O)C)C (5-acetyloxy-2-(4-hydroxy-3,5-dimethylphenyl)-5-methylindole). Reaction SMILES: [OH:1][C:2]1[CH:3]=[C:4]2[C:8](=[CH:9][CH:10]=1)[NH:7][C:6]([C:11]1[CH:16]=[C:15]([CH3:17])[C:14]([OH:18])=[C:13]([CH3:19])[CH:12]=1)=[C:5]2C.[C:21](Cl)(=[O:23])[CH3:22].N1C=CC=C[CH:26]=1>>[C:21]([O:1][C:2]1([CH3:26])[CH:10]=[CH:9][C:8]2[C:4]([CH:5]=[C:6]([C:11]3[CH:12]=[C:13]([CH3:19])[C:14]([OH:18])=[C:15]([CH3:17])[CH:16]=3)[N:7]=2)=[CH:3]1)(=[O:23])[CH3:22]. Procedure: 0.8 g of 5-hydroxy-2-(4-hydroxy-3,5-dimethylphenyl)-3-methylindole was dissolved in 4 ml of pyridine, and under ice cooling, 0.26 g of acetyl chloride was added. The mixture was stirred at 40° C. for 1 hour. The reaction mixture was poured into ice water and extracted with ethyl acetate. The extract was washed with water, 2N hydrochloric acid and water, and purified by silica gel column chromatography to give 5-acetyloxy-2-(4-hydroxy-3,5-dimethylphenyl)-5-methylindole. The reactants are [H-].[Na+] (sodium hydride), C(C)S (ethane thiol), BrC1=CC=C(C2=C1C=C(O2)COC)OC (4-bromo-7-methoxy-2-methoxymethylbenzofuran). The solvent is CN(C=O)C (N, N-dimethylformamide), CN(C=O)C (N,N-dimethyl-formamide). Conditions: temperature 160 celsius. The product is BrC1=CC=C(C2=C1C=C(O2)COC)O (4-Bromo-2-methoxymethylbenzofuran-7-ol). The yield is 62.5%. Reaction SMILES: [H-].[Na+].C(S)C.[Br:6][C:7]1[C:12]2[CH:13]=[C:14]([CH2:16][O:17][CH3:18])[O:15][C:11]=2[C:10]([O:19]C)=[CH:9][CH:8]=1>CN(C)C=O>[Br:6][C:7]1[C:12]2[CH:13]=[C:14]([CH2:16][O:17][CH3:18])[O:15][C:11]=2[C:10]([OH:19])=[CH:9][CH:8]=1 |f:0.1|. Reported procedure: To a stirred solution of sodium hydride (334 mg, 60% in mineral oil) in dry N, N-dimethylformamide (25 ml) under an atmosphere of dry nitrogen at room temperature was added dropwise ethane thiol (0.586 ml). After stirring for 20 minutes a solution of 4-bromo-7-methoxy-2-methoxymethylbenzofuran (2.04 g) in N,N-dimethyl-formamide (7 ml) was added dropwise and the reaction mixture was heated at 160° C. for 2 hours. The reaction was cooled and the solvent removed in vacuo. The residue was dissolved ... The reactants are Cc1ccc(-c2ccc3c(c2)C=C(C(=O)Nc2ccc(CN4CCC(Cc5ccccc5)CC4)cc2)CC3)cc1, CI, CN(C)C=O. The product is Cc1ccc(-c2ccc3c(c2)C=C(C(=O)Nc2ccc(C[N+]4(C)CCC(Cc5ccccc5)CC4)cc2)CC3)cc1, [I-]. As a reaction SMILES: [CH2:1]([c:2]1[cH:3][cH:4][cH:5][cH:6][cH:7]1)[CH:8]1[CH2:9][CH2:10][N:11]([CH2:14][c:15]2[cH:16][cH:17][c:18]([NH:21][C:22](=[O:23])[C:24]3=[CH:25][c:26]4[cH:27][c:28](-[c:34]5[cH:35][cH:36][c:37]([CH3:40])[cH:38][cH:39]5)[cH:29][cH:30][c:31]4[CH2:32][CH2:33]3)[cH:19][cH:20]2)[CH2:12][CH2:13]1.[CH3:41][I:42].[O:43]=[CH:44][N:45]([CH3:46])[CH3:47]>>[CH2:1]([c:2]1[cH:3][cH:4][cH:5][cH:6][cH:7]1)[CH:8]1[CH2:9][CH2:10][N+:11]([CH2:14][c:15]2[cH:16][cH:17][c:18]([NH:21][C:22](=[O:23])[C:24]3=[CH:25][c:26]4[cH:27][c:28](-[c:34]5[cH:35][cH:36][c:37]([CH3:40])[cH:38][cH:39]5)[cH:29][cH:30][c:31]4[CH2:32][CH2:33]3)[cH:19][cH:20]2)([CH3:41])[CH2:12][CH2:13]1.[I-:42]. The reactants are OCCCN1N=CC(=C1)C=1C=CC(=C2C(N(CC12)C)=O)NC1=NC(=NC=C1C(F)(F)F)NC1=C(C=C(CP(OCC)(OCC)=O)C=C1)OC (diethyl (4-{[4-({7-[1-(3-hydroxypropyl)-1H-pyrazol-4-yl]-2-methyl-3-oxo-2,3-dihydro-1H-isoindol-4-yl}amino)-5-(trifluoromethyl)pyrimidin-2-yl]amino}-3-methoxybenzyl)phosphonate), NC=1C(=NC(=CC1)C=1C=NN(C1C)CCCO)C(=O)NC (3-Amino-6-[1-(3-hydroxypropyl)-5-methyl-1H-pyrazol-4-yl]-N-methylpyridine-2-carboxamide), NC=1C(=NC(=CC1)C=1C=NN(C1C)CCCO)C(=O)NC (3-Amino-6-[1-(3-hydroxypropyl)-5-methyl-1H-pyrazol-4-yl]-N-methylpyridine-2-carboxamide). Product: OCCCN1N=CC(=C1C)C1=CC=C(C(=N1)C(NC)=O)NC1=NC(=NC=C1C(F)(F)F)NC1=C(C=C(CP(OCC)(OCC)=O)C=C1)OC (Diethyl (4-{[4-({6-[1-(3-hydroxypropyl)-5-methyl-1H-pyrazol-4-yl]-2-(methylcarbamoyl)pyridin-3-yl}amino)-5-(trifluoromethyl)pyrimidin-2-yl]amino}-3-methoxybenzyl)phosphonate). Yield: 59.0%. RXN SMILES: OCCCN1C=C(C2C=CC(N[C:22]3[C:27]([C:28]([F:31])([F:30])[F:29])=[CH:26][N:25]=[C:24]([NH:32][C:33]4[CH:47]=[CH:46][C:36]([CH2:37][P:38](=[O:45])([O:42][CH2:43][CH3:44])[O:39][CH2:40][CH3:41])=[CH:35][C:34]=4[O:48][CH3:49])[N:23]=3)=C3C=2CN(C)C3=O)C=N1.[NH2:50][C:51]1[C:52]([C:67]([NH:69][CH3:70])=[O:68])=[N:53][C:54]([C:57]2[CH:58]=[N:59][N:60]([CH2:63][CH2:64][CH2:65][OH:66])[C:61]=2[CH3:62])=[CH:55][CH:56]=1>>[OH:66][CH2:65][CH2:64][CH2:63][N:60]1[C:61]([CH3:62])=[C:57]([C:54]2[N:53]=[C:52]([C:67](=[O:68])[NH:69][CH3:70])[C:51]([NH:50][C:26]3[C:27]([C:28]([F:29])([F:30])[F:31])=[CH:22][N:23]=[C:24]([NH:32][C:33]4[CH:47]=[CH:46][C:36]([CH2:37][P:38](=[O:45])([O:42][CH2:43][CH3:44])[O:39][CH2:40][CH3:41])=[CH:35][C:34]=4[O:48][CH3:49])[N:25]=3)=[CH:56][CH:55]=2)[CH:58]=[N:59]1. Procedure: Prepared analogously to Compound 1B replacing Compound 1C with 3-Amino-6-[1-(3-hydroxypropyl)-5-methyl-1H-pyrazol-4-yl]-N-methylpyridine-2-carboxamide (Compound 35C, 177 mg, 644 μmol) to afford 270 mg of the title compound (59%). 1H NMR (400 MHz, CD3OD) d 8.59-8.68 (m, 1H), 8.30 (s, 1H), 8.03 (s, 1H), 7.76-7.86 (m, 1H), 7.58 (d, J=9.1 Hz, 1H), 7.01 (s, 1H), 6.88 (d, J=8.1 Hz, 1H), 4.26 (t, J=7.1 Hz, 2H), 4.05 (quin, J=7.3 Hz, 4H), 3.88 (s, 3H), 3.53-3.60 (m, 2H), 3.25 (d, J=21.0 Hz, 2H), 2.92-2.... Yields the product C(=O)(O)CCC1=C(OCCCC(=O)O)C=CC=C1CCCCCCOC1=CC(=CC(=C1)C(NCCC1=CC=C(C=C1)F)=O)C1=CC2=C(OCCO2)C=C1 (4-[2-(2-Carboxy-ethyl)-3-(6-{3-(2,3-dihydro-benzo[1,4]dioxin-6-yl)-5-[2-(4-fluoro-phenyl)-ethylcarbamoyl]-phenoxy}-hexyl)-phenoxy]-butyric acid). Reaction SMILES: [O:1]1[C:6]2[CH:7]=[CH:8][C:9]([C:11]3[CH:12]=[C:13]([CH:17]=[C:18]([O:20][CH2:21][CH2:22][CH2:23][CH2:24][CH2:25][CH2:26][C:27]4[CH:32]=[CH:31][CH:30]=[C:29]([O:33][CH2:34][CH2:35][CH2:36][C:37]([O:39]CC)=[O:38])[C:28]=4[CH2:42][CH2:43][C:44]([O:46]CC)=[O:45])[CH:19]=3)[C:14](O)=[O:15])=[CH:10][C:5]=2[O:4][CH2:3][CH2:2]1.[F:49][C:50]1[CH:55]=[CH:54][C:53]([CH2:56][CH2:57][NH2:58])=[CH:52][CH:51]=1>>[C:44]([CH2:43][CH2:42][C:28]1[C:27]([CH2:26][CH2:25][CH2:24][CH2:23][CH2:22][CH2:21][O:20][C:18]2[CH:17]=[C:13]([C:14](=[O:15])[NH:58][CH2:57][CH2:56][C:53]3[CH:54]=[CH:55][C:50]([F:49])=[CH:51][CH:52]=3)[CH:12]=[C:11]([C:9]3[CH:8]=[CH:7][C:6]4[O:1][CH2:2][CH2:3][O:4][C:5]=4[CH:10]=3)[CH:19]=2)=[CH:32][CH:31]=[CH:30][C:29]=1[O:33][CH2:34][CH2:35][CH2:36][C:37]([OH:39])=[O:38])([OH:46])=[O:45]. Reported procedure: The title compound was prepared according to the general procedure described in Example 74 starting from 3-(2,3-dihydro-benzo[1,4]dioxin-6-yl)-5-{6-[2-(2-ethoxycarbonyl-ethyl)-3-(3-ethoxycarbonyl-propoxy)-phenyl]-hexyloxy}-benzoic acid and 2-(4-fluoro-phenyl)-ethylamine. Starting materials: O1CCOC2=C1C=CC(=C2)C=2C=C(C(=O)O)C=C(C2)OCCCCCCC2=C(C(=CC=C2)OCCCC(=O)OCC)CCC(=O)OCC (3-(2,3-dihydro-benzo[1,4]dioxin-6-yl)-5-{6-[2-(2-ethoxycarbonyl-ethyl)-3-(3-ethoxycarbonyl-propoxy)-phenyl]-hexyloxy}-benzoic acid), FC1=CC=C(C=C1)CCN (2-(4-fluoro-phenyl)-ethylamine). The reactants are COC(C=1C=C(C(=NC1)I)Cl)OC (5-[bis(methyloxy)methyl]-3-chloro-2-iodopyridine), C(C)(C)[Mg]Cl (i-PrMgCl), C(C)=O (Acetaldehyde), C(C)=O (acetaldehyde), C(C)(C)[Mg]Cl (i-PrMgCl). The solvent is C1CCOC1 (THF), C1CCOC1 (THF). Conditions: time 30 minute. Yields the product COC(C=1C=C(C(=NC1)C(C)O)Cl)OC (1-{5-[bis(methyloxy)methyl]-3-chloro-2-pyridinyl}ethanol). Isolated yield 38.0%. Reaction SMILES: [CH3:1][O:2][CH:3]([O:12][CH3:13])[C:4]1[CH:5]=[C:6]([Cl:11])[C:7](I)=[N:8][CH:9]=1.C([Mg]Cl)(C)C.[CH:19](=[O:21])[CH3:20]>C1COCC1>[CH3:1][O:2][CH:3]([O:12][CH3:13])[C:4]1[CH:5]=[C:6]([Cl:11])[C:7]([CH:19]([OH:21])[CH3:20])=[N:8][CH:9]=1. Reported procedure: A solution of 5-[bis(methyloxy)methyl]-3-chloro-2-iodopyridine (239 mg, 0.762 mmol) in THF (1.5 ml) was slowly added to a solution of i-PrMgCl (400 μl, 0.800 mmol) in THF (1.5 ml) at −20° C. under N2 and the mixture was stirred at that temperature. After 30 min a small amount of starting material was still observed by LCMS. After 2 h, LCMS still showed some starting material. More i-PrMgCl (60 μl) was added and after 40 min disappearance of the starting material was observed by LCMS. Acetaldehyd... Reactants: BrC=1C=2N(N=C(C1)C1=CC=C(C(=O)OC)C=C1)C=CN2 (methyl 4-(8-bromoimidazo[1,2-b]pyridazin-6-yl)benzoate), COC=1C=CC(=NC1OC)N (5,6-dimethoxypyridin-2-amine), C=1C=CC(=CC1)P(C=2C=CC=CC2)C3=CC=C4C=CC=CC4=C3C5=C6C=CC=CC6=CC=C5P(C=7C=CC=CC7)C=8C=CC=CC8 (BINAP), C(=O)([O-])[O-].[Cs+].[Cs+] (Cs2CO3). Reagents/catalysts: C=1C=CC(=CC1)/C=C/C(=O)/C=C/C2=CC=CC=C2.C=1C=CC(=CC1)/C=C/C(=O)/C=C/C2=CC=CC=C2.C=1C=CC(=CC1)/C=C/C(=O)/C=C/C2=CC=CC=C2.[Pd].[Pd] (Pd2(dba)3). The solvent is O1CCOCC1 (dioxane). Run at temperature 100 celsius. The product is COC=1C=CC(=NC1OC)NC=1C=2N(N=C(C1)C1=CC=C(C(=O)OC)C=C1)C=CN2 (methyl 4-(8-(5,6-dimethoxypyridin-2-ylamino)imidazo[1,2-b]pyridazin-6-yl)benzoate). Yield: 141.3%. Reaction SMILES: Br[C:2]1[C:3]2[N:4]([CH:18]=[CH:19][N:20]=2)[N:5]=[C:6]([C:8]2[CH:17]=[CH:16][C:11]([C:12]([O:14][CH3:15])=[O:13])=[CH:10][CH:9]=2)[CH:7]=1.[CH3:21][O:22][C:23]1[CH:24]=[CH:25][C:26]([NH2:31])=[N:27][C:28]=1[O:29][CH3:30].C1C=CC(P(C2C(C3C(P(C4C=CC=CC=4)C4C=CC=CC=4)=CC=C4C=3C=CC=C4)=C3C(C=CC=C3)=CC=2)C2C=CC=CC=2)=CC=1.C([O-])([O-])=O.[Cs+].[Cs+]>O1CCOCC1.C1C=CC(/C=C/C(/C=C/C2C=CC=CC=2)=O)=CC=1.C1C=CC(/C=C/C(/C=C/C2C=CC=CC=2)=O)=CC=1.C1C=CC(/C=C/C(/C=C/C2C=CC=CC=2)=O)=CC=1.[Pd].[Pd]>[CH3:21][O:22][C:23]1[CH:24]=[CH:25][C:26]([NH:31][C:2]2[C:3]3[N:4]([CH:18]=[CH:19][N:20]=3)[N:5]=[C:6]([C:8]3[CH:17]=[CH:16][C:11]([C:12]([O:14][CH3:15])=[O:13])=[CH:10][CH:9]=3)[CH:7]=2)=[N:27][C:28]=1[O:29][CH3:30] |f:3.4.5,7.8.9.10.11|. Procedure: A mixture of methyl 4-(8-bromoimidazo[1,2-b]pyridazin-6-yl)benzoate (0.3 g, 0.904 mmol), 5,6-dimethoxypyridin-2-amine (0.167 g, 1.084 mmol), Pd2(dba)3 (52 mg, 0.09 mmol), BINAP (225 mg, 0.362 mmol) and Cs2CO3 (0.884 g, 2.712 mmol) in dioxane (20 mL) was heated to 100° C. for 16 h in a sealed tube under N2 atmosphere. The mixture was cooled and concentrated in vacuo. The residue was purified by chromatography (silica, 10 g, 200-300 mesh, ethyl acetate:petroleum ether=1:3) to afford methyl 4-(8-(5...